This data is from the Open Reaction Database (ORD), a public repository of structured organic reaction records. The task is: describe an organic reaction: reactants, conditions, products, and yield Starting materials: OC(=CC(C(C)OC)=O)C1=CC=C(C=C1)C(F)(F)F (1-Hydroxy-4-methoxy-1-(4-trifluoromethyl-phenyl)-pent-1-en-3-one), C(C)(=O)[O-].[NH4+] (Ammonium acetate). Yields the product NC(=CC(=O)C1=CC=C(C=C1)C(F)(F)F)C(C)OC (3-Amino-4-methoxy-1-(4-trifluoromethyl-phenyl)-pent-2-en-1-one). RXN SMILES: [OH:1][C:2]([C:10]1[CH:15]=[CH:14][C:13]([C:16]([F:19])([F:18])[F:17])=[CH:12][CH:11]=1)=[CH:3][C:4](=O)[CH:5]([O:7][CH3:8])[CH3:6].C([O-])(=O)C.[NH4+:24]>>[NH2:24][C:4]([CH:5]([O:7][CH3:8])[CH3:6])=[CH:3][C:2]([C:10]1[CH:15]=[CH:14][C:13]([C:16]([F:19])([F:18])[F:17])=[CH:12][CH:11]=1)=[O:1] |f:1.2|. Procedure details: 10.0 g 1-Hydroxy-4-methoxy-1-(4-trifluoromethyl-phenyl)-pent-1-en-3-one are dissolved in 100 ml ethanole. 4.7 g of Ammonium acetate are added and the mixture is heated for four hours to reflux. Then the solvent is evaporated in vacuo, the residue is partitioned between saturated aqueous sodium bicarbonate solution and dichloromethane. The phases are separated and the aqueous phase is twice extracted with dichloromethane. The combined organic phases are dried with magnesium sulphate, the solvents... Reactants: C1=C(C=CC2=CC=CC=C12)CO (2-naphthalenemethanol), BrC1=CC(=CC(=C1)F)F (1-bromo-3,5-difluorobenzene). Yields the product FC=1C=C(C=C(C1)Br)OCC1=CC2=CC=CC=C2C=C1 (5-fluoro-3-(naphth-2-ylmethoxy)bromobenzene). Isolated yield 92.0%. As a reaction SMILES: [CH:1]1[C:10]2[C:5](=[CH:6][CH:7]=[CH:8][CH:9]=2)[CH:4]=[CH:3][C:2]=1[CH2:11][OH:12].[Br:13][C:14]1[CH:19]=[C:18]([F:20])[CH:17]=[C:16](F)[CH:15]=1>>[F:20][C:18]1[CH:17]=[C:16]([O:12][CH2:11][C:2]2[CH:3]=[CH:4][C:5]3[C:10](=[CH:9][CH:8]=[CH:7][CH:6]=3)[CH:1]=2)[CH:15]=[C:14]([Br:13])[CH:19]=1. Procedure details: Using the procedure described in the first paragraph of the portion of Example 3 which is concerned with the preparation of starting materials, 2-naphthalenemethanol was reacted with 1-bromo-3,5-difluorobenzene to give 5-fluoro-3-(naphth-2-ylmethoxy)bromobenzene (92%), m.p. 65°-67° C.